From a dataset of the Open Reaction Database (ORD), a public repository of structured organic reaction records. describe an organic reaction: reactants, conditions, products, and yield Reactants: COC(C=CC=1N=C(SC1)Br)=O (3-(2-bromo-thiazol-4-yl)-acrylic acid methyl ester), [OH-].[Li+] (lithium hydroxide). Solvent: O1CCCC1 (tetrahydrofuran), O (water). Reaction conditions: time 8 hour. The product is BrC=1SC=C(N1)C=CC(=O)O (3-(2-Bromo-thiazol-4-yl)-acrylic acid). Isolated yield 90.7%. RXN SMILES: C[O:2][C:3](=[O:12])[CH:4]=[CH:5][C:6]1[N:7]=[C:8]([Br:11])[S:9][CH:10]=1.[OH-].[Li+]>O1CCCC1.O>[Br:11][C:8]1[S:9][CH:10]=[C:6]([CH:5]=[CH:4][C:3]([OH:12])=[O:2])[N:7]=1 |f:1.2|. Procedure details: Dissolve 3-(2-bromo-thiazol-4-yl)-acrylic acid methyl ester (5.9 g, 23.78 mmol) in tetrahydrofuran (48 mL) and add a solution of lithium hydroxide (636 mg, 26.16 mmol) in water (10 mL). Stir the mixture overnight. Extract the mixture with ethyl acetate and wash twice with water. Acidify the aqueous layer with 1N HCl in water until the mixture is at pH 3-4. Filter the resulting white solid, then wash the solid with ethyl acetate, followed by diethyl ether and then water. Dry the white solid to gi... Reactants: C([O-])([O-])=O.[Na+].[Na+] (sodium carbonate), CC1CCC(C2=CC=CC=C12)=NO (4-methyl-1-tetralone oxime), polyphosphoric acid, ice water. Solvent: C(Cl)(Cl)Cl (chloroform). Conditions: temperature 120 celsius. Yields the product CC1CCC(NC2=C1C=CC=C2)=O (2,3,4,5-Tetrahydro-5-methyl-1H-1-benzazepin-2-one). Isolated yield 84.0%. As a reaction SMILES: [CH3:1][CH:2]1[C:11]2[C:6](=[CH:7][CH:8]=[CH:9][CH:10]=2)[C:5](=[N:12]O)[CH2:4][CH2:3]1.C(=O)([O-])[O-:15].[Na+].[Na+]>C(Cl)(Cl)Cl>[CH3:1][CH:2]1[C:11]2[CH:6]=[CH:7][CH:8]=[CH:9][C:10]=2[NH:12][C:5](=[O:15])[CH2:4][CH2:3]1 |f:1.2.3|. Reported procedure: A mixture of 800 mg (4.57 mmol) of 4-methyl-1-tetralone oxime and 4.0 g of polyphosphoric acid was heated at 120° C. in an oil bath for 20 minutes. The dark brown mixture was cooled to 80° C. and poured into ice water. The solution was neutralized by the addition of 10% aqueous sodium carbonate then extracted chloroform (3×50 mL). The combined extracts were washed with water, dried over magnesium sulfate and filtered. Evaporation of the solvent followed by column chromatography on silica gave th... The reactants are COC1=CC=C(C=C1)C(C(C)(O)C)O (MPMP-diol), C(C)(=O)OCCC1=CC=C(C=C1)OC (2-(4-methoxyphenyl)ethyl acetate), C[Mg]Br (methylmagnesium bromide). Solvent: O1CCCC1 (tetrahydrofuran). Yields the product COC1=CC=C(C=C1)CC(C)(O)C (1-(4-methoxyphenyl)-2-methylpropan-2-ol). Reaction SMILES: [CH3:1][O:2][C:3]1[CH:8]=[CH:7][C:6]([CH:9](O)[C:10]([CH3:13])([OH:12])[CH3:11])=[CH:5][CH:4]=1.C(OCCC1C=CC(OC)=CC=1)(=O)C.C[Mg]Br>O1CCCC1>[CH3:1][O:2][C:3]1[CH:8]=[CH:7][C:6]([CH2:9][C:10]([CH3:13])([OH:12])[CH3:11])=[CH:5][CH:4]=1. Reported procedure: At step 3, the deprotected electrodes 53 were reblocked with a MPMP-diol reprotection unit 54. For this example, 2-(4-methoxyphenyl)ethyl acetate was allowed to react with excess methylmagnesium bromide in tetrahydrofuran (THF) to provide after aqueous workup 1-(4-methoxyphenyl)-2-methylpropan-2-ol. This was brominated with NBS in carbon tetrachloride at reflux for 12 hours. Hydroylsis of the resulting 1-bromo-1-(4-methoxyphenyl)-2-methylpropan-2-ol was performed with freshly prepared silver car... As a reaction SMILES: [C:31]([OH:32])([CH3:33])([CH3:34])[CH3:35].[CH2:1]=[C:2]1[CH2:3][CH2:4][CH2:5][N:6]([C:13]([c:14]2[cH:15][cH:16][c:17]([NH:20][C:21]([c:22]3[c:23]([CH3:28])[cH:24][cH:25][cH:26][cH:27]3)=[O:29])[cH:18][cH:19]2)=[O:30])[c:7]2[c:8]1[cH:9][cH:10][cH:11][cH:12]2.[CH3:38][N+:39]([O-:40])([CH3:41])[CH3:42].[Na+:47].[OH2:36].[OH2:37].[OH2:54].[S:43]([O-:44])([OH:45])=[O:46].[cH:48]1[cH:49][cH:50][n:51][cH:52][cH:53]1>>[CH2:1]([C:2]1([OH:37])[CH2:3][CH2:4][CH2:5][N:6]([C:13]([c:14]2[cH:15][cH:16][c:17]([NH:20][C:21]([c:22]3[c:23]([CH3:28])[cH:24][cH:25][cH:26][cH:27]3)=[O:29])[cH:18][cH:19]2)=[O:30])[c:7]2[c:8]1[cH:9][cH:10][cH:11][cH:12]2)[OH:36]. Product: Cc1ccccc1C(=O)Nc1ccc(C(=O)N2CCCC(O)(CO)c3ccccc32)cc1. The reactants are CC(C)(C)O, C=C1CCCN(C(=O)c2ccc(NC(=O)c3ccccc3C)cc2)c2ccccc21, C[N+](C)(C)[O-], [Na+], O, O, O, O=S([O-])O, c1ccncc1. Run at temperature 100 celsius, time 2 hour. Isolated yield 95.1%. Reactants: C(C1=CC=CC=C1)SC1=CC=C(C=O)C=C1 (4-benzylsulfanyl-benzaldehyde), [N+](=O)([O-])C (nitromethane), C(C)(=O)[O-].[NH4+] (ammonium acetate). Procedure details: A mixture of 4-benzylsulfanyl-benzaldehyde (840 mg 3.68 mmol) described in Manufacturing Example 205-1-2, nitromethane (997 μL, 18.4 mmol), ammonium acetate (567 mg, 7.36 mmol), and acetic acid (10 mL) was stirred for 2 hours at 100° C. This mixture was cooled to room temperature and concentrated under reduced pressure. The residue was partitioned into ethyl acetate and water. The organic layer was separated, washed with water and saturated aqueous sodium chloride, dried over anhydrous magnesium... Product: C(C1=CC=CC=C1)SC1=CC=C(C=C1)\C=C\[N+](=O)[O-] (1-Benzylsulfanyl-4-((E)-2-nitro-vinyl)-benzene). Reaction SMILES: [CH2:1]([S:8][C:9]1[CH:16]=[CH:15][C:12]([CH:13]=O)=[CH:11][CH:10]=1)[C:2]1[CH:7]=[CH:6][CH:5]=[CH:4][CH:3]=1.[N+:17]([CH3:20])([O-:19])=[O:18].C([O-])(=O)C.[NH4+]>C(O)(=O)C>[CH2:1]([S:8][C:9]1[CH:16]=[CH:15][C:12](/[CH:13]=[CH:20]/[N+:17]([O-:19])=[O:18])=[CH:11][CH:10]=1)[C:2]1[CH:7]=[CH:6][CH:5]=[CH:4][CH:3]=1 |f:2.3|. The solvent is C(C)(=O)O (acetic acid). The reactants are BrB(Br)Br, COC(=O)C1=Cc2cc(OC)ccc2CCC1, CCOCC, ClCCl, O. Product: COC(=O)C1=Cc2cc(O)ccc2CCC1. RXN SMILES: [B:18]([Br:19])([Br:20])[Br:21].[CH3:1][O:2][c:3]1[cH:4][cH:5][c:6]2[c:7]([cH:17]1)[CH:8]=[C:9]([C:13](=[O:14])[O:15][CH3:16])[CH2:10][CH2:11][CH2:12]2.[CH3:22][CH2:23][O:24][CH2:25][CH3:26].[Cl:28][CH2:29][Cl:30].[OH2:27]>>[OH:2][c:3]1[cH:4][cH:5][c:6]2[c:7]([cH:17]1)[CH:8]=[C:9]([C:13](=[O:14])[O:15][CH3:16])[CH2:10][CH2:11][CH2:12]2. RXN SMILES: [CH:1]1([C:4]2[C:5]([O:13][CH2:14][CH:15]3[CH2:17][CH2:16]3)=[CH:6][C:7]([C:10]([OH:12])=O)=[N:8][CH:9]=2)[CH2:3][CH2:2]1.[NH2:18][CH2:19][C:20]([CH3:23])([OH:22])[CH3:21]>>[OH:22][C:20]([CH3:23])([CH3:21])[CH2:19][NH:18][C:10]([C:7]1[CH:6]=[C:5]([O:13][CH2:14][CH:15]2[CH2:17][CH2:16]2)[C:4]([CH:1]2[CH2:2][CH2:3]2)=[CH:9][N:8]=1)=[O:12]. Procedure details: The title compound was synthesized in analogy to Example 54, using 5-Cyclopropyl-4-cyclopropylmethoxy-pyridine-2-carboxylic acid (Example 42c) and 1-amino-2-methylpropan-2-ol (CAN 2854-16-2) as starting materials and isolated (59 mg, 65%) as colorless oil; MS (ESI, m/z): 305.5 (M+H+). The reactants are C1(CC1)C=1C(=CC(=NC1)C(=O)O)OCC1CC1 (5-Cyclopropyl-4-cyclopropylmethoxy-pyridine-2-carboxylic acid), NCC(C)(O)C (1-amino-2-methylpropan-2-ol). Product: OC(CNC(=O)C1=NC=C(C(=C1)OCC1CC1)C1CC1)(C)C (5-Cyclopropyl-4-cyclopropylmethoxy-pyridine-2-carboxylic acid (2-hydroxy-2-methyl-propyl)-amide).